From a dataset of the Open Reaction Database (ORD), a public repository of structured organic reaction records. describe an organic reaction: reactants, conditions, products, and yield Starting materials: COC(=O)CCn1nc(-c2ccc(C(F)(F)F)cc2)c2c1CCN(C(=O)OC(C)(C)C)C2, C1CCOC1. Product: CC(C)(C)OC(=O)N1CCc2c(c(-c3ccc(C(F)(F)F)cc3)nn2CCCO)C1. Reaction SMILES: [C:1]([CH3:2])([CH3:3])([CH3:4])[O:5][C:6](=[O:7])[N:8]1[CH2:9][c:10]2[c:11]([n:14]([CH2:27][CH2:28][C:29](=[O:30])[O:31][CH3:32])[n:15][c:16]2-[c:17]2[cH:18][cH:19][c:20]([C:23]([F:24])([F:25])[F:26])[cH:21][cH:22]2)[CH2:12][CH2:13]1.[CH2:33]1[O:34][CH2:35][CH2:36][CH2:37]1>>[C:1]([CH3:2])([CH3:3])([CH3:4])[O:5][C:6](=[O:7])[N:8]1[CH2:9][c:10]2[c:11]([n:14]([CH2:27][CH2:28][CH2:29][OH:30])[n:15][c:16]2-[c:17]2[cH:18][cH:19][c:20]([C:23]([F:24])([F:25])[F:26])[cH:21][cH:22]2)[CH2:12][CH2:13]1. Reactants: ClCCCO (3-chloropropanol), intermediate 23, ClCCOC(C#N)(C)C (2-(2-chloroethoxy)-2-methylpropanenitrile), CC(C#N)(O)C (acetone cyanohydrin). Reagents/catalysts: [Zn] (zinc), [Cl-].[Zn+2].[Cl-] (Zinc chloride). Run in O (water). Run at temperature 60 celsius, time 30 hour. Yields the product ClCCCOC(C#N)(C)C (2-(3-Chloropropoxy)-2-methylpropanenitrile). RXN SMILES: Cl[CH2:2][CH2:3][O:4][C:5]([CH3:9])([CH3:8])[C:6]#[N:7].CC(C)(O)C#N.[Cl:16][CH2:17]CCO>O.[Cl-].[Zn+2].[Cl-].[Zn]>[Cl:16][CH2:17][CH2:2][CH2:3][O:4][C:5]([CH3:9])([CH3:8])[C:6]#[N:7] |f:4.5.6|. Procedure: Zinc chloride (68.1 g, 0.5 mol) was fused using the procedure described for the synthesis of intermediate 23, 2-(2-chloroethoxy)-2-methylpropanenitrile. The molten zinc was cooled and the flask flushed with nitrogen. The flask was loaded with acetone cyanohydrin (46 mL, 0.5 mol) and 3-chloropropanol (64 mL, 0.75 mmol) and the reaction mixture stirred at 60° C. for 30 hours. The mixture was then diluted with water (200 mL) and extracted with dichloromethane (1×200 mL and 3×100 mL). The combined o... Starting materials: C1CCOC1, [Li]CCCC, Clc1ccnc2ccsc12, O=C(Cl)c1ccco1. Yields the product O=C(c1ccco1)c1cc2nccc(Cl)c2s1. Reaction SMILES: [CH2:24]1[O:25][CH2:26][CH2:27][CH2:28]1.[CH3:11][CH2:12][CH2:13][CH2:14][Li:15].[Cl:1][c:2]1[c:3]2[c:4]([n:5][cH:6][cH:7]1)[cH:8][cH:9][s:10]2.[o:16]1[c:17]([C:21](=[O:22])[Cl:23])[cH:18][cH:19][cH:20]1>>[Cl:1][c:2]1[c:3]2[c:4]([n:5][cH:6][cH:7]1)[cH:8][c:9]([C:21]([c:17]1[o:16][cH:20][cH:19][cH:18]1)=[O:22])[s:10]2. The reactants are Cl (HCl), resultant solution, C1(=CC=CC=C1)C=1SCC(N1)C(=O)O (2-Phenyl-4,5-dihydrothiazole-4-carboxylic acid), N1C=CC2=CC(=CC=C12)C#N (1H-indole-5-carbonitrile), N1C=CC2=CC(=CC=C12)C=1SC[C@H](N1)C(=O)O ((R)-2-(1H-indol-5-yl)-4,5-dihydrothiazole-4-carboxylic acid), [OH-].[Na+] (sodium hydroxide), S(=O)(=O)(Cl)Cl (sulfonyl chloride). Reagents/catalysts: S(=O)(=O)(O)[O-].C(CCC)[N+](CCCC)(CCCC)CCCC (tetrabutylammonium hydrogen sulfate). The solvent is C1(=CC=CC=C1)C (toluene). Product: N1C=CC2=CC(=CC=C12)C=1SC[C@H](N1)C(=O)O ((R)-2-(1H-indol-5-yl)-4,5-dihydrothiazole-4-carboxylic acid), C1(=CC=CC=C1)S(=O)(=O)N1C=CC2=CC(=CC=C12)C=1SC[C@H](N1)C(=O)O ((R)-2-(1-(Phenylsulfonyl)-1H-indol-5-yl)-4,5-dihydrothiazole-4-carboxylic acid). Reaction SMILES: [C:1]1(C2SCC(C(O)=O)N=2)[CH:6]=[CH:5][CH:4]=[CH:3][CH:2]=1.N1C2C(=CC(C#N)=CC=2)C=C1.[NH:26]1[C:34]2[C:29](=[CH:30][C:31]([C:35]3[S:36][CH2:37][C@@H:38]([C:40]([OH:42])=[O:41])[N:39]=3)=[CH:32][CH:33]=2)[CH:28]=[CH:27]1.[OH-].[Na+].[S:45](Cl)(Cl)(=[O:47])=[O:46].Cl>S([O-])(O)(=O)=O.C([N+](CCCC)(CCCC)CCCC)CCC.C1(C)C=CC=CC=1>[NH:26]1[C:34]2[C:29](=[CH:30][C:31]([C:35]3[S:36][CH2:37][C@@H:38]([C:40]([OH:42])=[O:41])[N:39]=3)=[CH:32][CH:33]=2)[CH:28]=[CH:27]1.[C:1]1([S:45]([N:26]2[C:34]3[C:29](=[CH:30][C:31]([C:35]4[S:36][CH2:37][C@@H:38]([C:40]([OH:42])=[O:41])[N:39]=4)=[CH:32][CH:33]=3)[CH:28]=[CH:27]2)(=[O:47])=[O:46])[CH:6]=[CH:5][CH:4]=[CH:3][CH:2]=1 |f:3.4,7.8|. Reported procedure: (R)-2-(1H-indol-5-yl)-4,5-dihydrothiazole-4-carboxylic acid 63a was synthesized using the same method as used for 42a from 1H-indole-5-carbonitrile and used without further purification. To a vigorously stirring solution of 63a (1 mmol) and tetrabutylammonium hydrogen sulfate (0.15 mmol) in toluene (10 mL) at 0° C. was added 50% aqueous sodium hydroxide (10 mL) and sulfonyl chloride (2 mmol). The resultant solution was stirred at RT for 6 h. Then 1N HCl was added to acidify the mixture to pH=2 a... The reactants are ClC1=C(C(=CC=C1F)Cl)[C@@H](C)OC=1C2=C(C=NC1N)C(=CO2)C=2CCNCC2 (7-[(R)-1-(2,6-dichloro-3-fluorophenyl)ethoxy]-3-(1,2,3,6-tetrahydropyridin-4-yl)-furo[3,2-c]pyridine-6-ylamine), C([O-])([O-])=O.[Cs+].[Cs+] (cesium carbonate), COC(CCl)=O (chloroacetic acid methyl ester). The solvent is CN(C)C=O (DMF). Run at temperature 40 celsius, time 10 minute. Product: NC1=C(C2=C(C=N1)C(=CO2)C=2CCN(CC2)CC(=O)O)O[C@H](C)C2=C(C(=CC=C2Cl)F)Cl ((4-{6-Amino-7-[(R)-1-(2,6-dichloro-3-fluorophenyl)ethoxy]-furo[3,2-c]pyridin-3-yl}-3,6-dihydro-2H-pyridin-1-yl)-acetic Acid). RXN SMILES: [Cl:1][C:2]1[C:7]([F:8])=[CH:6][CH:5]=[C:4]([Cl:9])[C:3]=1[C@H:10]([O:12][C:13]1[C:14]2[O:22][CH:21]=[C:20]([C:23]3[CH2:24][CH2:25][NH:26][CH2:27][CH:28]=3)[C:15]=2[CH:16]=[N:17][C:18]=1[NH2:19])[CH3:11].C(=O)([O-])[O-].[Cs+].[Cs+].C[O:36][C:37](=[O:40])[CH2:38]Cl>CN(C=O)C>[NH2:19][C:18]1[N:17]=[CH:16][C:15]2[C:20]([C:23]3[CH2:24][CH2:25][N:26]([CH2:38][C:37]([OH:40])=[O:36])[CH2:27][CH:28]=3)=[CH:21][O:22][C:14]=2[C:13]=1[O:12][C@@H:10]([C:3]1[C:4]([Cl:9])=[CH:5][CH:6]=[C:7]([F:8])[C:2]=1[Cl:1])[CH3:11] |f:1.2.3|. Reported procedure: A mixture of 7-[(R)-1-(2,6-dichloro-3-fluorophenyl)ethoxy]-3-(1,2,3,6-tetrahydropyridin-4-yl)-furo[3,2-c]pyridine-6-ylamine (150.0 mg, 0.355 mmol), cesium carbonate (463 mg, 1.42 mmol) and DMF (4 mL) at rt was charged with chloroacetic acid methyl ester (37 μL, 0.43 mmol) and heated to 40° C. overnight. The solvent was removed in vacuo, and the material was dry-loaded onto silica gel for column chromatography, eluting with 2-5% MeOH/DCM. The fractions containing the pure ester were concentrated ... Reactants: COC(=O)C(c1ccc([N+](=O)[O-])cc1F)c1ccc(C(=O)c2ccc(C)cc2C)n1C, CC(C)[O-], CC(C)[O-], CC(C)[O-], CC(C)[O-], C=CCO, [Ti+4]. Product: C=CCOC(=O)C(c1ccc([N+](=O)[O-])cc1F)c1ccc(C(=O)c2ccc(C)cc2C)n1C. As a reaction SMILES: [CH3:1][c:2]1[c:3]([C:4](=[O:5])[c:6]2[cH:7][cH:8][c:9]([CH:12]([C:13](=[O:14])[O:15][CH3:16])[c:17]3[c:18]([F:26])[cH:19][c:20]([N+:23](=[O:24])[O-:25])[cH:21][cH:22]3)[n:10]2[CH3:11])[cH:27][cH:28][c:29]([CH3:31])[cH:30]1.[CH3:36][CH:37]([CH3:38])[O-:39].[CH3:40][CH:41]([CH3:42])[O-:43].[CH3:44][CH:45]([CH3:46])[O-:47].[CH3:48][CH:49]([CH3:50])[O-:51].[OH:32][CH2:33][CH:34]=[CH2:35].[Ti+4:52]>>[CH3:1][c:2]1[c:3]([C:4](=[O:5])[c:6]2[cH:7][cH:8][c:9]([CH:12]([C:13](=[O:14])[O:15][CH2:16][CH:33]=[CH2:34])[c:17]3[c:18]([F:26])[cH:19][c:20]([N+:23](=[O:24])[O-:25])[cH:21][cH:22]3)[n:10]2[CH3:11])[cH:27][cH:28][c:29]([CH3:31])[cH:30]1. The reactants are COC1=C(CCO)C=CC=C1 (2-methoxyphenethyl alcohol), C(Br)(Br)(Br)Br (carbon tetrabromide), C1(=CC=CC=C1)P(C1=CC=CC=C1)C1=CC=CC=C1 (triphenylphosphine). Solvent: ClCCl (dichloromethane). Conditions: temperature 0 celsius. Product: COC1=C(CCBr)C=CC=C1 (2-methoxyphenethyl bromide). Yield: 93.5%. RXN SMILES: [CH3:1][O:2][C:3]1[CH:11]=[CH:10][CH:9]=[CH:8][C:4]=1[CH2:5][CH2:6]O.C(Br)(Br)(Br)[Br:13].C1(P(C2C=CC=CC=2)C2C=CC=CC=2)C=CC=CC=1>ClCCl>[CH3:1][O:2][C:3]1[CH:11]=[CH:10][CH:9]=[CH:8][C:4]=1[CH2:5][CH2:6][Br:13]. Procedure details: A mixture of 2-methoxyphenethyl alcohol (500 mg) and carbon tetrabromide (1.53 g) in anhydrous dichloromethane (10 mL) was stirred at 0° C. under a nitrogen atmosphere. After adding triphenylphosphine (1.03 g) portionwise, the reaction mixture was stirred for an hour under the same condition. The reaction mixture was evaporated in vacuo and the residue was subjected to a silica gel column chromatography eluting with n-hexane only and then a mixture of n-hexane and ethyl acetate (40:1 to 20:1) to... Reactants: NCCN(C1(C(NC2=CC(=CC=C12)Br)=O)CC1=CC(=CC=C1)Cl)C(C)C (rac-3-[(2-Amino-ethyl)-isopropyl-amino]-6-bromo-3-(3-chloro-benzyl)-1,3-dihydro-indol-2-one), CCN(C(C)C)C(C)C (DIPEA), C(C)(=O)N1CCN(CC1)C(=O)Cl (4-acetyl-piperazine-1-carbonyl chloride). Run in C(Cl)Cl (DCM). Reaction conditions: time 8 hour. Yields the product BrC1=CC=C2C(C(NC2=C1)=O)(CC1=CC(=CC=C1)Cl)N(CCNC(=O)N1CCN(CC1)C(C)=O)C(C)C (rac-4-Acetyl-piperazine-1-carboxylic acid (2-{[6-bromo-3-(3-chloro-benzyl)-2-oxo-2,3-dihydro-1H-indol-3-yl]-isopropyl-amino}-ethyl)-amide). Reaction SMILES: [NH2:1][CH2:2][CH2:3][N:4]([CH:24]([CH3:26])[CH3:25])[C:5]1([CH2:16][C:17]2[CH:22]=[CH:21][CH:20]=[C:19]([Cl:23])[CH:18]=2)[C:13]2[C:8](=[CH:9][C:10]([Br:14])=[CH:11][CH:12]=2)[NH:7][C:6]1=[O:15].CCN(C(C)C)C(C)C.[C:36]([N:39]1[CH2:44][CH2:43][N:42]([C:45](Cl)=[O:46])[CH2:41][CH2:40]1)(=[O:38])[CH3:37]>C(Cl)Cl>[Br:14][C:10]1[CH:9]=[C:8]2[C:13]([C:5]([N:4]([CH:24]([CH3:26])[CH3:25])[CH2:3][CH2:2][NH:1][C:45]([N:42]3[CH2:43][CH2:44][N:39]([C:36](=[O:38])[CH3:37])[CH2:40][CH2:41]3)=[O:46])([CH2:16][C:17]3[CH:22]=[CH:21][CH:20]=[C:19]([Cl:23])[CH:18]=3)[C:6](=[O:15])[NH:7]2)=[CH:12][CH:11]=1. Procedure: To a solution of rac-3-[(2-Amino-ethyl)-isopropyl-amino]-6-bromo-3-(3-chloro-benzyl)-1,3-dihydro-indol-2-one (270 mg, 0.48 mmol) and DIPEA (167 uL, 0.96 mmol) in 5 mL of DCM was added 4-acetyl-piperazine-1-carbonyl chloride (137 mg, 0.72 mmol) at room temperature, and stirred at same temperature overnight. The reaction mixture was rinsed with 20 mL water. The organic layer was dried over Na2SO4, and concentrated in vacuo, then purified by flash column chromatopgraphy to 180 mg white solid. MS: [... The reactants are C(C)(C)NC(C)C (diisopropylamine), C(C1=CC=CC=C1)OC1=CC(CCC1)=O (3-benzyloxy-2-cyclohexen-1-one), C1COC2(CCC(CC2)=O)O1 (cyclohexane-1,4-dione monoethylene ketal), [Li] (lithium), [Cl-].[NH4+] (ammonium chloride). Run in O1CCCC1 (tetrahydrofuran), O1CCCC1 (tetrahydrofuran), O1CCCC1 (tetrahydrofuran), ClCCl (dichloromethane). Reaction conditions: temperature -78 celsius, time 35 minute. Yields the product C(C1=CC=CC=C1)OC1=CC(C(CC1)C1(CCC2(OCCO2)CC1)O)=O ((±)-3-Benzyloxy-6-(8-hydroxy-1,4-dioxaspiro[4.5]dec-8-yl)-2-cyclohexen-1-one). Isolated yield 88.5%. RXN SMILES: C(NC(C)C)(C)C.[Li].[CH2:9]([O:16][C:17]1[CH2:22][CH2:21][CH2:20][C:19](=[O:23])[CH:18]=1)[C:10]1[CH:15]=[CH:14][CH:13]=[CH:12][CH:11]=1.[CH2:24]1[O:34][C:27]2([CH2:32][CH2:31][C:30](=[O:33])[CH2:29][CH2:28]2)[O:26][CH2:25]1.[Cl-].[NH4+]>O1CCCC1.ClCCl>[CH2:9]([O:16][C:17]1[CH2:22][CH2:21][CH:20]([C:30]2([OH:33])[CH2:31][CH2:32][C:27]3([O:34][CH2:24][CH2:25][O:26]3)[CH2:28][CH2:29]2)[C:19](=[O:23])[CH:18]=1)[C:10]1[CH:15]=[CH:14][CH:13]=[CH:12][CH:11]=1 |f:4.5,^1:7|. Procedure: To a round-bottomed flask was added anhydrous tetrahydrofuran (600 ml) and diisopropylamine (38.1 ml). The stirred solution was cooled to −78° C. and nbutyl lithium (113.4 ml, 2.4 M in cyclohexanes) was added dropwise via syringe in 20 ml portions. The resulting yellow solution was stirred for 35 min at −78° C., then 3-benzyloxy-2-cyclohexen-1-one (50.0 g) was added as a solution in anhydrous tetrahydrofuran (100 ml). The solution was stirred for 1 hr prior to the addition of cyclohexane-1,4-dio... The reactants are N1(CCCCC1)C1=C(C=CC=C1)C(=C)C(C1=CC=C(C(=O)O)C=C1)C(=O)N (4-[(1-(2-piperidino-phenyl)-ethenyl)-aminocarbonylmethyl]-benzoic acid), [H][H] (hydrogen). The reagents and catalysts are [Pd] (palladium/charcoal). The solvent is C(C)O (ethanol). Yields the product N1(CCCCC1)C1=C(C=CC=C1)C(C)C(C1=CC=C(C(=O)O)C=C1)C(=O)N (4-[(1-(2-Piperidino-phenyl)-1-ethyl)-aminocarbonylmethyl]-benzoic acid). RXN SMILES: [N:1]1([C:7]2[CH:12]=[CH:11][CH:10]=[CH:9][C:8]=2[C:13]([CH:15]([C:25]([NH2:27])=[O:26])[C:16]2[CH:24]=[CH:23][C:19]([C:20]([OH:22])=[O:21])=[CH:18][CH:17]=2)=[CH2:14])[CH2:6][CH2:5][CH2:4][CH2:3][CH2:2]1.[H][H]>C(O)C.[Pd]>[N:1]1([C:7]2[CH:12]=[CH:11][CH:10]=[CH:9][C:8]=2[CH:13]([CH:15]([C:25]([NH2:27])=[O:26])[C:16]2[CH:17]=[CH:18][C:19]([C:20]([OH:22])=[O:21])=[CH:23][CH:24]=2)[CH3:14])[CH2:2][CH2:3][CH2:4][CH2:5][CH2:6]1. Reported procedure: One hundred milligrams (0.2744 m mol) of 4-[(1-(2-piperidino-phenyl)-ethenyl)-aminocarbonylmethyl]-benzoic acid in 5 ml of absolute ethanol were hydrogenated in the presence of 50 mg of palladium/charcoal (10%) at 20° C. and at a hydrogen pressure of 1 bar under shaking. After 1.5 hours the catalyst was filtered off, and the filtrate was evaporated in vacuo.